Dataset: the Open Reaction Database (ORD), a public repository of structured organic reaction records. Task: describe an organic reaction: reactants, conditions, products, and yield Starting materials: O=C(Cl)C(=O)Cl, CS(C)=O, CC(C)[Si](OC1CCC(O)Cc2cccnc21)(C(C)C)C(C)C, ClCCl, O. The product is CC(C)[Si](OC1CCC(=O)Cc2cccnc21)(C(C)C)C(C)C. As a reaction SMILES: [C:1]([Cl:2])(=[O:3])[C:4]([Cl:5])=[O:6].[CH3:10][S:11]([CH3:12])=[O:13].[CH:14]([CH3:15])([CH3:16])[Si:17]([O:18][CH:19]1[CH2:20][CH2:21][CH:22]([OH:30])[CH2:23][c:24]2[c:25]1[n:26][cH:27][cH:28][cH:29]2)([CH:31]([CH3:32])[CH3:33])[CH:34]([CH3:35])[CH3:36].[Cl:7][CH2:8][Cl:9].[OH2:37]>>[CH:14]([CH3:15])([CH3:16])[Si:17]([O:18][CH:19]1[CH2:20][CH2:21][C:22](=[O:30])[CH2:23][c:24]2[c:25]1[n:26][cH:27][cH:28][cH:29]2)([CH:31]([CH3:32])[CH3:33])[CH:34]([CH3:35])[CH3:36]. The reactants are BrCCCCCCC(=O)OC (methyl 7-bromoheptanoate), COC(CCC=CCC1=CCCC1=O)=O (6-(5-oxocyclopent-1-enyl)-4-hexenoic acid methyl ester), COC(CCCC=CCC1=CCCC1=O)=O (7-(5-oxocyclopent-1-enyl)-5-heptenoic acid methyl ester), COC(CCCCC=CCC1=CCCC1=O)=O (8-(5-oxocyclopent-1-enyl)-6-octenoic acid methyl ester), BrCC#CCCCC(=O)OC (methyl 7-bromo-5-heptynoate), BrCC=CCCCCC(=O)OC (methyl 8-bromo-6-octenoate), BrCCCCCCCC(=O)OC (methyl 8-bromooctanoate), BrCCCCCC(=O)OC (methyl 6-bromohexanoate), methyl 7-bromo-5-heptanoate, BrCC=CCCC(=O)OC (methyl 6-bromo-4-hexenoate). The product is COC(CCCCCC1=CCCC1=O)=O (6-(5-oxocyclopent-1enyl)hexanoic acid methyl ester), COC(CCCCCCC1=CCCC1=O)=O (7-(5-oxocyclopent-1-enyl)heptanoic acid methyl ester), COC(CCCCCCCC1=CCCC1=O)=O (8-(5-oxocyclopent-1-enyl)octanoic methyl ester). As a reaction SMILES: [CH3:1][O:2][C:3](=[O:15])[CH2:4][CH2:5][CH:6]=[CH:7][CH2:8][C:9]1[C:13](=[O:14])[CH2:12][CH2:11][CH:10]=1.[CH3:16][O:17][C:18](=[O:31])[CH2:19]CCC=CCC1C(=O)CCC=1.COC(=O)CCCCC=CCC1C(=O)CCC=1.BrCC=CCCC(OC)=O.BrCC=CCCCCC(OC)=O.BrCCCCCC(OC)=O.BrCCCCCCC(OC)=O.BrCCCCCCCC(OC)=O.BrCC#CCCCC(OC)=O>>[CH3:1][O:2][C:3](=[O:15])[CH2:4][CH2:5][CH2:6][CH2:7][CH2:8][C:9]1[C:13](=[O:14])[CH2:12][CH2:11][CH:10]=1.[CH3:16][O:17][C:18](=[O:31])[CH2:3][CH2:4][CH2:5][CH2:6][CH2:7][CH2:8][C:9]1[C:13](=[O:14])[CH2:12][CH2:11][CH:10]=1.[CH3:16][O:17][C:18](=[O:31])[CH2:19][CH2:3][CH2:4][CH2:5][CH2:6][CH2:7][CH2:8][C:9]1[C:13](=[O:14])[CH2:12][CH2:11][CH:10]=1. Procedure: Alternatively 6-(5-oxocyclopent-1-enyl)-4-hexenoic acid methyl ester, 7-(5-oxocyclopent-1-enyl)-5-heptenoic acid methyl ester and 8-(5-oxocyclopent-1-enyl)-6-octenoic acid methyl ester, as well as, 6-(5-oxocyclopent-1enyl)hexanoic acid methyl ester, 7-(5-oxocyclopent-1-enyl)heptanoic acid methyl ester, and 8-(5-oxocyclopent-1-enyl)octanoic methyl ester are prepared by following serially the procedures of Examples 13, 14 and 15, and using methyl 6-bromo-4-hexenoate, methyl 7-bromo-5-heptanoate, m...